Dataset: the Open Reaction Database (ORD), a public repository of structured organic reaction records. Task: describe an organic reaction: reactants, conditions, products, and yield Yields the product FC(OC=1C=CC(=NC1)C(=O)O)(F)F (5-trifluoromethoxy-2-pyridinecarboxylic acid). Reaction conditions: time 30 minute. Run in O (water). Procedure details: A mixture of 3 g 5-trifluoromethoxy-2-pyridinemethanol is vigorously stirred in 120 mL water at 5° C. To this mixture is added in several portions 3.0 g potassium permanganate during which time the temperature rises to 25° C. After a further 30 minutes at 25° C., the mixture is filtered, the solid washed several times with water, the filtrate and washings combined and the pH adjusted to 5. The solution is concentrated to a small volume and extracted with ethyl acetate several times. The extract ... As a reaction SMILES: [F:1][C:2]([F:13])([F:12])[O:3][C:4]1[CH:5]=[CH:6][C:7]([CH2:10][OH:11])=[N:8][CH:9]=1.[Mn]([O-])(=O)(=O)=[O:15].[K+]>O>[F:13][C:2]([F:1])([F:12])[O:3][C:4]1[CH:5]=[CH:6][C:7]([C:10]([OH:15])=[O:11])=[N:8][CH:9]=1 |f:1.2|. Reactants: FC(OC=1C=CC(=NC1)CO)(F)F (5-trifluoromethoxy-2-pyridinemethanol), [Mn](=O)(=O)(=O)[O-].[K+] (potassium permanganate). Conditions: temperature 70 celsius, time 8 hour. Procedure: Sodium hydroxide (3.0 M in H2O, 5.98 mL, 17.93 mmol) was added to a solution of racemic butyl trans-4-[1-(5-bromo-1,3-thiazol-2-yl)-1-hydroxyethyl]cyclohexanecarboxylate (2.0 g, 5.12 mmol) in methanol (6 mL) and heated to 70° C. for 3 hour. Then, the reaction was cooled to room temperature and acidified with hydrochloric acid (3.0 M in H2O). Water (10 mL) was added and the mixture was stirred overnight at which point crystallization occurred. The reaction was filtered and the filter cake was was... The solvent is CO (methanol). Product: BrC1=CN=C(S1)C(C)(O)[C@@H]1CC[C@H](CC1)C(=O)O (racemic trans-4-[1-(5-bromo-1,3-thiazol-2-yl)-1-hydroxyethyl]cyclohexanecarboxylic acid). RXN SMILES: [OH-].[Na+].[Br:3][C:4]1[S:8][C:7]([C:9]([C@H:12]2[CH2:17][CH2:16][C@H:15]([C:18]([O:20]CCCC)=[O:19])[CH2:14][CH2:13]2)([OH:11])[CH3:10])=[N:6][CH:5]=1.Cl.O>CO>[Br:3][C:4]1[S:8][C:7]([C:9]([C@H:12]2[CH2:17][CH2:16][C@H:15]([C:18]([OH:20])=[O:19])[CH2:14][CH2:13]2)([OH:11])[CH3:10])=[N:6][CH:5]=1 |f:0.1|. The reactants are O (Water), [OH-].[Na+] (Sodium hydroxide), BrC1=CN=C(S1)C(C)(O)[C@@H]1CC[C@H](CC1)C(=O)OCCCC (racemic butyl trans-4-[1-(5-bromo-1,3-thiazol-2-yl)-1-hydroxyethyl]cyclohexanecarboxylate), Cl (hydrochloric acid). The reactants are ClCC(=O)NCCC1=CC(=CC=C1)OC (N-chloroacetyl-N-(2-(3-methoxy-phenyl)-ethyl)-amine), O (water). Solvent: C(C)O (ethanol). Product: COC1=CC2=C(CC(NCC2)=O)C=C1 (7-Methoxy-1,3,4,5-tetrahydro-2H-3-benzazepin-2-one). RXN SMILES: Cl[CH2:2][C:3]([NH:5][CH2:6][CH2:7][C:8]1[CH:13]=[CH:12][CH:11]=[C:10]([O:14][CH3:15])[CH:9]=1)=[O:4].O>C(O)C>[CH3:15][O:14][C:10]1[CH:11]=[CH:12][C:13]2[CH2:2][C:3](=[O:4])[NH:5][CH2:6][CH2:7][C:8]=2[CH:9]=1. Procedure: N-chloroacetyl-N-(2-(3-methoxy-phenyl)-ethyl)-amine (3.1 g, 0.0136 mol) is dissolved in ethanol (270 ml) and water (1530 ml) and illuminated for 10 hours with a high pressure mercury lamp under a nitrogen atmosphere at 20°-25° C. The solution is evaporated down (to a volume of about 400 ml), mixed with sodium bicarbonate and extracted several times with ethyl acetate. The extracts are dried over magnesium sulphate, concentrated by evaporation and the residue is purified over a silica gel column ... Starting materials: Cl.Cl.NC=1C=C(C=CC1)NC(=N)N1CCCC1 (N-(3-aminophenyl)-1-pyrrolidinecarboximidamide dihydrochloride), C([O-])(O)=O.[Na+] (sodium bicarbonate), OC(C(=O)[O-])CC(=O)[O-] (hydroxysuccinate), [OH-].[Na+] (sodium hydroxide), N(CC(=O)ON1C(=O)CCC1=O)C(=O)OC(C)(C)C (Boc-Gly-OSu). Run in C(C)(=O)OCC (ethyl acetate), O (water), O1CCOCC1 (dioxane), CCCCCC (hexane), O (water). Conditions: temperature 0 celsius. Product: C1(=CC=CC=C1)COC(=O)NCC(=O)NC=1C=C(C=CC1)NC(=N)N1CCCC1 (N-(3-(((((phenylmethoxy)carbonyl)amino)methyl)carbonyl)aminophenyl)-1-pyrrolidinecarboximidamide). As a reaction SMILES: Cl.Cl.[NH2:3][C:4]1[CH:5]=[C:6]([NH:10][C:11]([N:13]2[CH2:17][CH2:16][CH2:15][CH2:14]2)=[NH:12])[CH:7]=[CH:8][CH:9]=1.[C:18](=O)(O)[O-].[Na+].[NH:23]([C:35]([O:37][C:38]([CH3:41])(C)C)=[O:36])[CH2:24][C:25]([O:27]N1C(=O)CCC1=O)=O.O[CH:43]([CH2:47][C:48]([O-])=O)[C:44]([O-])=O.[OH-].[Na+]>O.O1CCOCC1.C(OCC)(=O)C.CCCCCC>[C:41]1([CH2:38][O:37][C:35]([NH:23][CH2:24][C:25]([NH:3][C:4]2[CH:5]=[C:6]([NH:10][C:11]([N:13]3[CH2:17][CH2:16][CH2:15][CH2:14]3)=[NH:12])[CH:7]=[CH:8][CH:9]=2)=[O:27])=[O:36])[CH:18]=[CH:48][CH:47]=[CH:43][CH:44]=1 |f:0.1.2,3.4,7.8|. Reported procedure: To a stirred solution of the product of Example 1, step (b) (1.0 g; 0.0036 moles) in 5.0 ml of water and 5.0 ml of dioxane was added sodium bicarbonate (0.15 g; 0.0018 moles) the reaction then cooled to 0° C. To the stirred solution was added the compound Boc-Gly-OSu, wherein Boc represents benzyloxycarbonyl and OSu represents hydroxysuccinate, (1.1 g; 0.0036 moles) (Novabiochem) and the reaction allowed to warm to room temperature for 18 hrs. The reaction was then poured into 75 ml of water and... Procedure: Under nitrogen atmosphere, a mixture of 2-fluoro-3-hydroxy-5-methoxybenzaldehyde (17.01 g, 100 mmol), 2-chloroethanol (8.72 mL, 130 mmol), sodium iodide (19.49 g, 130 mmol), potassium carbonate (17.97 g, 130 mmol), and N,N-dimethylformamide (85 mL) was stirred at 100° C. for 4.25 hours, after which 2-chloroethanol (4.70 mL, 70 mmol), sodium iodide (10.49 g, 70 mmol), potassium carbonate (9.68 g, 70 mmol), and N,N-dimethylformamide (17 mL) were added thereto, and the resulting mixture was stirred... Reactants: ClCCO (2-chloroethanol), [I-].[Na+] (sodium iodide), C([O-])([O-])=O.[K+].[K+] (potassium carbonate), ClCCO (2-chloroethanol), ClCCO (2-chloroethanol), [I-].[Na+] (sodium iodide), C([O-])([O-])=O.[K+].[K+] (potassium carbonate), FC1=C(C=O)C=C(C=C1O)OC (2-fluoro-3-hydroxy-5-methoxybenzaldehyde), ClCCO (2-chloroethanol), [I-].[Na+] (sodium iodide), C([O-])([O-])=O.[K+].[K+] (potassium carbonate). Solvent: CN(C=O)C (N,N-dimethylformamide), CN(C=O)C (N,N-dimethylformamide), O (water), C(C)(=O)OCC (ethyl acetate). Reaction SMILES: [F:1][C:2]1[C:9]([OH:10])=[CH:8][C:7]([O:11][CH3:12])=[CH:6][C:3]=1[CH:4]=[O:5].Cl[CH2:14][CH2:15][OH:16].[I-].[Na+].C(=O)([O-])[O-].[K+].[K+]>O.C(OCC)(=O)C.CN(C)C=O>[F:1][C:2]1[C:9]([O:10][CH2:14][CH2:15][OH:16])=[CH:8][C:7]([O:11][CH3:12])=[CH:6][C:3]=1[CH:4]=[O:5] |f:2.3,4.5.6|. Yields the product FC1=C(C=O)C=C(C=C1OCCO)OC (2-fluoro-3-(2-hydroxyethoxy)-5-methoxybenzaldehyde). Run at temperature 100 celsius, time 4.25 hour. The reactants are C1(=CC=CC=C1)C#CC#CC=C=CC=CCO (10-phenyl-7,9-decadiyne-2,4,5-trien-1-ol), solution, C(C)(C)(C)OO (t-butyl hydroperoxide). Reagents/catalysts: C/C(=C\C(=O)C)/O.C/C(=C\C(=O)C)/O.O=[V] (vanadyl acetylacetonate). Solvent: C1=CC=CC=C1 (benzene), C1=CC=CC=C1 (benzene). Run at time 2 hour. Product: C1(=CC=CC=C1)C#CC#CC=C=C[C@H]1[C@@H](O1)CO ((trans)-3-(7-Phenyl-1,2-heptadiene-4,6-diynyl)oxiranemethanol). As a reaction SMILES: [C:1]1([C:7]#[C:8][C:9]#[C:10][CH:11]=[C:12]=[CH:13][CH:14]=[CH:15][CH2:16][OH:17])[CH:6]=[CH:5][CH:4]=[CH:3][CH:2]=1.C([O:22]O)(C)(C)C>C1C=CC=CC=1.C/C(/O)=C\C(C)=O.C/C(/O)=C\C(C)=O.O=[V]>[C:1]1([C:7]#[C:8][C:9]#[C:10][CH:11]=[C:12]=[CH:13][C@@H:14]2[O:22][C@H:15]2[CH2:16][OH:17])[CH:6]=[CH:5][CH:4]=[CH:3][CH:2]=1 |f:3.4.5|. Procedure details: To a stirred solution of 20 mg (0.090 mmole) of 10-phenyl-7,9-decadiyne-2,4,5-trien-1-ol in 4 ml of benzene was added 2 mg of vanadyl acetylacetonate and 50 μl (0.26 mmole) of a 5.43M solution of t-butyl hydroperoxide in benzene. The mixture was stirred for two hours. The mixture was concentrated and the residue was purified via flash chromatography to afford 7 mg of the title compound as an approximately 1:1 mixture of diastereomers. Starting materials: BrC1=CC=CC(=N1)[C@H]([C@H](O)C1=C(C=CC=C1)F)NC(OC(C)(C)C)=O (tert-butyl (1R,2R)-1-(6-bromopyridin-2-yl)-2-(2-fluorophenyl)-2-hydroxyethylcarbamate), Cl (hydrogen chloride), C(C)(C)N(CC)C(C)C (diisopropylethylamine), C(=O)(N1C=NC=C1)N1C=NC=C1 (carbonyldiimidazole). Solvent: ClCCl (dichloromethane). Run at temperature 45 celsius, time 15 minute. Yields the product BrC1=CC=CC(=N1)[C@H]1NC(O[C@@H]1C1=C(C=CC=C1)F)=O ((4R,5R)-4-(6-bromopyridin-2-yl)-5-(2-fluorophenyl)oxazolidin-2-one). Reaction SMILES: [Br:1][C:2]1[N:7]=[C:6]([C@@H:8]([NH:18][C:19](=[O:25])[O:20]C(C)(C)C)[C@@H:9]([C:11]2[CH:16]=[CH:15][CH:14]=[CH:13][C:12]=2[F:17])O)[CH:5]=[CH:4][CH:3]=1.Cl.C(N(C(C)C)CC)(C)C.C(N1C=CN=C1)(N1C=CN=C1)=O>ClCCl>[Br:1][C:2]1[N:7]=[C:6]([C@@H:8]2[C@@H:9]([C:11]3[CH:16]=[CH:15][CH:14]=[CH:13][C:12]=3[F:17])[O:25][C:19](=[O:20])[NH:18]2)[CH:5]=[CH:4][CH:3]=1. Procedure: To a solution of optically-enriched tert-butyl (1R,2R)-1-(6-bromopyridin-2-yl)-2-(2-fluorophenyl)-2-hydroxyethylcarbamate (375 mg, 0.912 mmol) in dichloromethane (4 mL) at room temperature was added hydrogen chloride (4M in dioxane, 3 mL, 12 mmol). After 15 min at room temperature, the reaction was warmed to 45° C. and held at that temperature for 15 min. The reaction was cooled and concentrated. The reaction was concentrated twice more from tetrahydrofuran. The resulting residue was suspended i...